Dataset: the Open Reaction Database (ORD), a public repository of structured organic reaction records. Task: describe an organic reaction: reactants, conditions, products, and yield Procedure: A solution of diisobutylaluminum hydride in toluene (1.5M, 25 ml) was added dropwise to a solution of ethyl (E)-3-(5,6,7,8-tetrahydro-2-naphtyl)crotonate (3.72 g) in CH2Cl2 at −78° C. and the mixture was stirred at −78° C. for 15 minutes. The reaction mixture was washed with 1N HCl and brine, dried and concentrated to give the titled compound (2.65 g) as a colorless oil. Yields the product C1=C(C=CC=2CCCCC12)/C(=C/CO)/C ((E)-3-(5,6,7,8-tetrahydronaphthalen-2-yl)-2-buten-1-ol). Solvent: C1(=CC=CC=C1)C (toluene), C(Cl)Cl (CH2Cl2). Isolated yield 86.0%. Reaction conditions: temperature -78 celsius, time 15 minute. Reactants: [H-].C(C(C)C)[Al+]CC(C)C (diisobutylaluminum hydride), C1=C(C=CC=2CCCCC12)/C(=C/C(=O)OCC)/C (ethyl (E)-3-(5,6,7,8-tetrahydro-2-naphtyl)crotonate). Reaction SMILES: [H-].C([Al+]CC(C)C)C(C)C.[CH:11]1[C:20]2[CH2:19][CH2:18][CH2:17][CH2:16][C:15]=2[CH:14]=[CH:13][C:12]=1/[C:21](/[CH3:28])=[CH:22]/[C:23](OCC)=[O:24]>C1(C)C=CC=CC=1.C(Cl)Cl>[CH:11]1[C:20]2[CH2:19][CH2:18][CH2:17][CH2:16][C:15]=2[CH:14]=[CH:13][C:12]=1/[C:21](/[CH3:28])=[CH:22]/[CH2:23][OH:24] |f:0.1|. Starting materials: solution, Cl (hydrochloric acid), ClC=1C=C(C=CC1Cl)NC(=O)NC=1C=C2CCN(C2=CC1)C1=C2N=CN(C2=NC(=N1)N[C@@H]1CC[C@H](CC1)NC(=O)OC(C)(C)C)C(=O)OC(C)(C)C (1,1-dimethylethyl trans-6-[5-[[[(3,4-dichlorophenyl)amino]carbonyl]amino]-2,3-dihydro-1H-indol-1-yl]-2-[[4-[[(1,1-dimethylethoxy)carbonyl]-amino]cyclohexyl]amino]-9H-purine-9-carboxylate). Run in CO (methanol), CO (methanol). Run at time 48 hour. Yields the product N[C@@H]1CC[C@H](CC1)NC1=NC(=C2N=CNC2=N1)N1CCC2=CC(=CC=C12)NC(=O)NC1=CC(=C(C=C1)Cl)Cl (Trans-N-[1-[2-[(4-aminocyclohexyl)amino]-9H-purin-6-yl]-2,3-dihydro-1H-indol-5-yl]-N′-(3,4-dichlorophenyl)urea). As a reaction SMILES: [Cl:1][C:2]1[CH:3]=[C:4]([NH:9][C:10]([NH:12][C:13]2[CH:14]=[C:15]3[C:19](=[CH:20][CH:21]=2)[N:18]([C:22]2[N:30]=[C:29]([NH:31][C@H:32]4[CH2:37][CH2:36][C@H:35]([NH:38]C(OC(C)(C)C)=O)[CH2:34][CH2:33]4)[N:28]=[C:27]4[C:23]=2[N:24]=[CH:25][N:26]4C(OC(C)(C)C)=O)[CH2:17][CH2:16]3)=[O:11])[CH:5]=[CH:6][C:7]=1[Cl:8].Cl>CO>[NH2:38][C@H:35]1[CH2:34][CH2:33][C@H:32]([NH:31][C:29]2[N:28]=[C:27]3[C:23]([N:24]=[CH:25][NH:26]3)=[C:22]([N:18]3[C:19]4[C:15](=[CH:14][C:13]([NH:12][C:10]([NH:9][C:4]5[CH:5]=[CH:6][C:7]([Cl:8])=[C:2]([Cl:1])[CH:3]=5)=[O:11])=[CH:21][CH:20]=4)[CH2:16][CH2:17]3)[N:30]=2)[CH2:37][CH2:36]1. Procedure: The product obtained in stage 1 is dissolved in 5 ml of methanol. 5 ml of a 2N solution of hydrochloric acid in methanol are added. Stirring is carried out for 48 hours at ambient temperature, followed by evaporation to dryness. The residue is chromatographed on an Xterra LCMSprep column, eluting with acetonitrile/ammonium hydrogen carbonate buffer at 0.2% as a gradient. 30 mg of expected product, example 43, are thus recovered. Starting materials: [N+](=O)([O-])C1=C(C(=O)O)C=CC=C1OC (2-Nitro-3-methoxybenzoic acid). The reagents and catalysts are [Pd] (palladium/charcoal). Solvent: C(C)O (ethanol). The product is COC1=C(C(C(=O)O)=CC=C1)N (3-methoxyanthranilic acid). The yield is 91.0%. As a reaction SMILES: [N+:1]([C:4]1[C:12]([O:13][CH3:14])=[CH:11][CH:10]=[CH:9][C:5]=1[C:6]([OH:8])=[O:7])([O-])=O>C(O)C.[Pd]>[CH3:14][O:13][C:12]1[CH:11]=[CH:10][CH:9]=[C:5]([C:6]([OH:8])=[O:7])[C:4]=1[NH2:1]. Procedure details: 2-Nitro-3-methoxybenzoic acid (10 g, 0.051 mol) was suspended in ethanol with palladium/charcoal 10% (1 g). The mixture was placed under hydrogen (50 psi) and shaken on a Parr until theoretical uptake had been achieved. The suspension was then flushed with nitrogen, the charcoal filtered off, and the filtrate evaporated in vacuo to give 3-methoxyanthranilic acid (7.76 q, 91%) m.p. 172°-175°. The reactants are NC=1C(=NC(=C(C1)F)C1=C(C=CC=C1)F)C(=O)[O-] (3-amino-5-fluoro-6-(2-fluorophenyl)picolinate), [Li+].[OH-] (LiOH). The product is NC=1C(=NC(=C(C1)F)C1=C(C=CC=C1)F)C(=O)O (3-amino-5-fluoro-6-(2-fluorophenyl)picolinic acid). The yield is 90.0%. RXN SMILES: [NH2:1][C:2]1[C:3]([C:16]([O-:18])=[O:17])=[N:4][C:5]([C:9]2[CH:14]=[CH:13][CH:12]=[CH:11][C:10]=2[F:15])=[C:6]([F:8])[CH:7]=1.[Li+].[OH-]>>[NH2:1][C:2]1[C:3]([C:16]([OH:18])=[O:17])=[N:4][C:5]([C:9]2[CH:14]=[CH:13][CH:12]=[CH:11][C:10]=2[F:15])=[C:6]([F:8])[CH:7]=1 |f:1.2|. Procedure: Method 2 was followed using 3-amino-5-fluoro-6-(2-fluorophenyl)picolinate (1.0 equiv.) and LiOH (5.0 equiv.) to give 3-amino-5-fluoro-6-(2-fluorophenyl)picolinic acid in 90% yield. LC/MS=251.1 (M+H), Rt=0.80 min.